Dataset: the Open Reaction Database (ORD), a public repository of structured organic reaction records. Task: describe an organic reaction: reactants, conditions, products, and yield Reactants: NC1=C(NC2=CC(=CC=C12)Cl)C(C1=CC=CC=C1)=O (3-amino-2-benzoyl-6-chloroindole), C1(CC1)CC(=O)O (cyclopropylacetic acid). The product is C(C1=CC=CC=C1)(=O)C=1NC2=CC(=CC=C2C1NC(CC1CC1)=O)Cl (2-Benzoyl-6-chloro-3-(cyclopropaneacetylamino)indole). Reaction SMILES: [NH2:1][C:2]1[C:10]2[C:5](=[CH:6][C:7]([Cl:11])=[CH:8][CH:9]=2)[NH:4][C:3]=1[C:12](=[O:19])[C:13]1[CH:18]=[CH:17][CH:16]=[CH:15][CH:14]=1.[CH:20]1([CH2:23][C:24](O)=[O:25])[CH2:22][CH2:21]1>>[C:12]([C:3]1[NH:4][C:5]2[C:10]([C:2]=1[NH:1][C:24](=[O:25])[CH2:23][CH:20]1[CH2:22][CH2:21]1)=[CH:9][CH:8]=[C:7]([Cl:11])[CH:6]=2)(=[O:19])[C:13]1[CH:18]=[CH:17][CH:16]=[CH:15][CH:14]=1. Reported procedure: The title compound was prepared according to the procedure described in Example 114 employing 3-amino-2-benzoyl-6-chloroindole (Example 1) and cyclopropylacetic acid. m.p.: 72-75° C. Starting materials: O=C(Cl)CBr, CCOC(CCNCC1OCC(C)C(C)O1)OCC, [Na+], [Na+], O=C([O-])[O-], O, c1ccccc1. The product is CCOC(CCN(CC1OCC(C)C(C)O1)C(=O)CBr)OCC. RXN SMILES: [Br:32][CH2:33][C:34](=[O:35])[Cl:36].[CH2:1]([CH3:2])[O:3][CH:4]([CH2:5][CH2:6][NH:7][CH2:8][CH:9]1[O:10][CH2:11][CH:12]([CH3:16])[CH:13]([CH3:15])[O:14]1)[O:17][CH2:18][CH3:19].[Na+:26].[Na+:27].[O-:28][C:29](=[O:30])[O-:31].[OH2:37].[cH:20]1[cH:21][cH:22][cH:23][cH:24][cH:25]1>>[CH2:1]([CH3:2])[O:3][CH:4]([CH2:5][CH2:6][N:7]([CH2:8][CH:9]1[O:10][CH2:11][CH:12]([CH3:16])[CH:13]([CH3:15])[O:14]1)[C:34]([CH2:33][Br:32])=[O:35])[O:17][CH2:18][CH3:19]. Starting materials: ClC1=NC=C(C2=CC=C(C=C12)S(=O)(=O)NC=1C=C(C(=O)OC(C)(C)C)C=CC1)Cl (tert-butyl 3-{[(1,4-dichloro-7-isoquinolinyl)-sulphonyl]amino}benzoate), O (water), FC(C(=O)O)(F)F.ClC1=CN=C(C2=CC(=CC=C12)S(=O)(=O)NC=1C=C(C(=O)O)C=CC1)NC(=N)N (3-{[(4-Chloro-1-guanidino-7-isoquinolinyl)sulphonyl]amino}benzoic acid trifluoroacetate), [H-].[Na+] (NaH). The solvent is CS(=O)C (DMSO), CS(=O)C (DMSO). Reaction conditions: temperature 60 celsius. Product: ClC1=CN=C(C2=CC(=CC=C12)S(=O)(=O)NC=1C=C(C(=O)OC(C)(C)C)C=CC1)NC(=N)N (tert-butyl 3-{[(4-chloro-1-guanidino-7-isoquinolinyl)sulphonyl]amino}benzoate). The yield is 22.0%. RXN SMILES: FC(F)(F)C(O)=O.[Cl:8][C:9]1[C:18]2[C:13](=[CH:14][C:15]([S:19]([NH:22][C:23]3[CH:24]=[C:25]([CH:29]=[CH:30][CH:31]=3)[C:26]([OH:28])=[O:27])(=[O:21])=[O:20])=[CH:16][CH:17]=2)[C:12]([NH:32][C:33]([NH2:35])=[NH:34])=[N:11][CH:10]=1.[H-].[Na+].ClC1[C:48]2[C:43](=[CH:44]C=C(S(NC3C=C(C=CC=3)C(OC(C)(C)C)=O)(=O)=O)C=2)[C:42](Cl)=CN=1.O>CS(C)=O>[Cl:8][C:9]1[C:18]2[C:13](=[CH:14][C:15]([S:19]([NH:22][C:23]3[CH:24]=[C:25]([CH:29]=[CH:30][CH:31]=3)[C:26]([O:28][C:43]([CH3:48])([CH3:44])[CH3:42])=[O:27])(=[O:20])=[O:21])=[CH:16][CH:17]=2)[C:12]([NH:32][C:33]([NH2:35])=[NH:34])=[N:11][CH:10]=1 |f:0.1,2.3|. Procedure: 3-{[(4-Chloro-1-guanidino-7-isoquinolinyl)sulphonyl]amino}benzoic acid trifluoroacetate ##STR11## Guanidine hydrochloride (140 mg, 1.47 mmol) was added in one portion to a suspension of NaH (44 mg, 80% dispersion by wt in mineral oil, 1.47 mmol) in DMSO (4.0 mL) and the mixture was heated at 60° C. under N2 for 30 min. A solution of tert-butyl 3-{[(1,4-dichloro-7-isoquinolinyl)-sulphonyl]amino}benzoate (280 mg, 0.59 mmol) in DMSO (2.0 mL) was added and the mixture heated at 90° C. for 18 h. The ... Starting materials: C(CCCCCCCCCCC)OOCCCCCCCCCCCC (laurylperoxide), CC(C)C(C)(C)C(C)(C)C(C)(C)S (t-dodecylmercaptan), ( 70 ), P(=O)([O-])([O-])[O-].[Ca+2].P(=O)([O-])([O-])[O-].[Ca+2].[Ca+2] (calcium phosphate), C=CC1=CC=CC=C1 (styrene), C(C=C)#N (acrylonitrile). Solvent: O (water), CN(C)C=O (N,N′-dimethylformamide). Reaction conditions: time 6 hour. Product: C=CC#N.C=CC1=CC=CC=C1 (Acrylonitrile-styrene Copolymer). As a reaction SMILES: [CH2:1]=[CH:2][C:3]1[CH:8]=[CH:7][CH:6]=[CH:5][CH:4]=1.[C:9](#[N:12])[CH:10]=[CH2:11].P([O-])([O-])([O-])=O.[Ca+2].P([O-])([O-])([O-])=O.[Ca+2].[Ca+2].C(OOCCCCCCCCCCCC)CCCCCCCCCCC.CC(C(C(C(S)(C)C)(C)C)(C)C)C>CN(C=O)C.O>[CH2:11]=[CH:10][C:9]#[N:12].[CH2:1]=[CH:2][C:3]1[CH:8]=[CH:7][CH:6]=[CH:5][CH:4]=1 |f:2.3.4.5.6,11.12|. Procedure: Seventy (70) parts by mass of styrene, 30 parts by mass of acrylonitrile, 1.0 part by mass of calcium phosphate, 0.03 part by mass of “GAFAC GB520” (trade name, dispersing agent, TOHO Chemical Industry Co.,Ltd.), 0.6 part by mass of laurylperoxide, 1.0 part by mass of t-dodecylmercaptan, and 200 parts by mass of ion-exchanged water were charged in a stainless steel reactor equipped with an agitator. The temperature was elevated to 80° C. and polymerization was carried out for 6 hours to obtain a... Reactants: CCCCc1nc(C)[nH]c(=O)c1Cc1ccc(-c2ccccc2C#N)cc1, CCOC(C)=O, CN(C)C=O, [H-], CI, [Na+], O. The product is CCCCc1nc(C)n(C)c(=O)c1Cc1ccc(-c2ccccc2C#N)cc1. Reaction SMILES: [CH2:1]([CH2:2][CH2:3][CH3:4])[c:5]1[n:6][c:7]([CH3:27])[nH:8][c:9](=[O:26])[c:10]1[CH2:11][c:12]1[cH:13][cH:14][c:15](-[c:18]2[c:19]([C:24]#[N:25])[cH:20][cH:21][cH:22][cH:23]2)[cH:16][cH:17]1.[CH3:32][CH2:33][O:34][C:35](=[O:36])[CH3:37].[CH3:38][N:39]([CH3:40])[CH:41]=[O:42].[H-:30].[I:28][CH3:29].[Na+:31].[OH2:43]>>[CH2:1]([CH2:2][CH2:3][CH3:4])[c:5]1[n:6][c:7]([CH3:27])[n:8]([CH3:32])[c:9](=[O:26])[c:10]1[CH2:11][c:12]1[cH:13][cH:14][c:15](-[c:18]2[c:19]([C:24]#[N:25])[cH:20][cH:21][cH:22][cH:23]2)[cH:16][cH:17]1. Reactants: ClCC=1N=CN(C1CCC)S(=O)(=O)N(C)C (4-(Chloromethyl)-N,N-dimethyl-5-propyl-1H-imidazole-1-sulphonamide), CN (methylamine). Product: Cl.CNC=1N=CN(C1CCC)S(=O)(=O)N(C)C (4-Methylamino-N,N-dimethyl-5-propyl-1H-imidazole-1-sulphonamide hydrochloride). Reaction SMILES: [Cl:1]C[C:3]1[N:4]=[CH:5][N:6]([S:11]([N:14]([CH3:16])[CH3:15])(=[O:13])=[O:12])[C:7]=1[CH2:8][CH2:9][CH3:10].[CH3:17][NH2:18]>>[ClH:1].[CH3:17][NH:18][C:3]1[N:4]=[CH:5][N:6]([S:11]([N:14]([CH3:15])[CH3:16])(=[O:12])=[O:13])[C:7]=1[CH2:8][CH2:9][CH3:10] |f:2.3|. Reported procedure: 4-(Chloromethyl)-N,N-dimethyl-5-propyl-1H-imidazole-1-sulphonamide (189 mg) was stirred with excess methylamine (33% solution in ethanol; 5 ml) at room temperature under nitrogen for 18 h. The reaction mixture was evaporated under reduced pressure to give the title compound as an oil (167 mg), t.l.c. (System A, 100:10:1) Rf 0.21. Reactants: C1(=CC=CC=C1)C(CC(CC)=O)=O ((phenyl)-1,3-pentanedione), C(C)(C)OC1=CC=C(C=C1)C(C)=O (4′-isopropoxyacetophenone). The solvent is CCOC(=O)C (EtOAc). Yields the product C(C)(C)OC1=CC=C(C=C1)C(CC(C)=O)=O (1(4-isopropoxyphenyl)-1,3-butanedione). As a reaction SMILES: [C:1]1([C:7](=[O:13])[CH2:8][C:9](=[O:12])[CH2:10]C)[CH:6]=[CH:5][CH:4]=[CH:3][CH:2]=1.[CH:14]([O:17]C1C=CC(C(=O)C)=CC=1)([CH3:16])[CH3:15]>CCOC(C)=O>[CH:14]([O:17][C:4]1[CH:3]=[CH:2][C:1]([C:7](=[O:13])[CH2:8][C:9](=[O:12])[CH3:10])=[CH:6][CH:5]=1)([CH3:16])[CH3:15]. Procedure: The title compound was prepared (as described above for Intermediate 16) from 2.42 g of 4′-isopropoxyacetophenone and 2.65 mL of EtOAc to yield 2.25 grams of Intermediate 29: TLC analysis: Rf=0.73 (2/1, hexanes/EtOAc); 1H NMR (400 MHz, CDCl3, enol form) δ7.84 (d, 2H, J=8.9), 6.9 (d, 2H, J=9.0), 6.1 (s, 1H), 4.62 (hept, 1H, J=6.0), 2.16 (s, 3H), 1.36 (d, 6H, J=6.0).